From a dataset of the Open Reaction Database (ORD), a public repository of structured organic reaction records. describe an organic reaction: reactants, conditions, products, and yield Starting materials: CC1CCCCN1CCCN (1-(3-aminopropyl)-2-pipecoline), C(CCCCCCCCCCCCCCC)(=O)Cl (palmitoyl chloride). Solvent: C(Cl)Cl (methylene chloride). Reaction conditions: time 8 hour. The product is CC1N(CCCC1)CCCNC(CCCCCCCCCCCCCCC)=O (2-Methyl-l-[3-(N-hexadecanoyl)aminopropyl]piperidine). The yield is 83.9%. As a reaction SMILES: [CH3:1][CH:2]1[N:7]([CH2:8][CH2:9][CH2:10][NH2:11])[CH2:6][CH2:5][CH2:4][CH2:3]1.[C:12](Cl)(=[O:28])[CH2:13][CH2:14][CH2:15][CH2:16][CH2:17][CH2:18][CH2:19][CH2:20][CH2:21][CH2:22][CH2:23][CH2:24][CH2:25][CH2:26][CH3:27]>C(Cl)Cl>[CH3:1][CH:2]1[CH2:3][CH2:4][CH2:5][CH2:6][N:7]1[CH2:8][CH2:9][CH2:10][NH:11][C:12](=[O:28])[CH2:13][CH2:14][CH2:15][CH2:16][CH2:17][CH2:18][CH2:19][CH2:20][CH2:21][CH2:22][CH2:23][CH2:24][CH2:25][CH2:26][CH3:27]. Reported procedure: To a solution of 1-(3-aminopropyl)-2-pipecoline (1.00 g, 6.40 mmole) in methylene chloride (25 mL) was added palmitoyl chloride (1.73 g, 6.40 mmole) in small portions. The reaction mixture was stirred at room temperature overnight. The reaction mixture was washed twice with saturated aqueous sodium bicarbonate and once with brine. The organic layer was dried over magnesium sulfate and the salts removed by filtration. The solvent was removed under reduced pressure and the residue dried in vacuo t...